Dataset: the Open Reaction Database (ORD), a public repository of structured organic reaction records. Task: describe an organic reaction: reactants, conditions, products, and yield Starting materials: CC1(OCCO1)C=1N=C(SC1)CN1N=C(C=C1)N (1-[4-(2-methyl-[1,3]dioxolan-2-yl)-thiazol-2-ylmethyl]-1H-pyrazol-3-ylamine), COC=1C=C(C=CC1)C1=C(N=CO1)C(=O)O (5-(3-methoxy-phenyl)-oxazole-4-carboxylic acid). Yields the product C(C)(=O)C=1N=C(SC1)CN1N=C(C=C1)NC(=O)C=1N=COC1C1=CC(=CC=C1)OC (5-(3-Methoxy-phenyl)-oxazole-4-carboxylic acid [1-(4-acetyl-thiazol-2-ylmethyl)-1H-pyrazol-3-yl]-amide). As a reaction SMILES: [CH3:1][C:2]1([C:7]2[N:8]=[C:9]([CH2:12][N:13]3[CH:17]=[CH:16][C:15]([NH2:18])=[N:14]3)[S:10][CH:11]=2)[O:6]CCO1.[CH3:19][O:20][C:21]1[CH:22]=[C:23]([C:27]2[O:31][CH:30]=[N:29][C:28]=2[C:32](O)=[O:33])[CH:24]=[CH:25][CH:26]=1>>[C:2]([C:7]1[N:8]=[C:9]([CH2:12][N:13]2[CH:17]=[CH:16][C:15]([NH:18][C:32]([C:28]3[N:29]=[CH:30][O:31][C:27]=3[C:23]3[CH:24]=[CH:25][CH:26]=[C:21]([O:20][CH3:19])[CH:22]=3)=[O:33])=[N:14]2)[S:10][CH:11]=1)(=[O:6])[CH3:1]. Procedure: Following general procedure B followed by C, starting from 1-[4-(2-methyl-[1,3]dioxolan-2-yl)-thiazol-2-ylmethyl]-1H-pyrazol-3-ylamine and 5-(3-methoxy-phenyl)-oxazole-4-carboxylic acid. LC-MS-conditions 05: tR=0.83 min; [M+H]+=424.07. Reactants: C1(=CC=CC=C1)CC(CCC(=O)O)=O (5-phenyllevulinic acid), Cl.CN (methylamine hydrochloride), C(#N)[BH3-].[Na+] (sodium cyanoborohydride). Solvent: CO (methanol). Run at time 4 day. The product is Cl.CNC(CCC(=O)OC)CC1=CC=CC=C1 (methyl 4-methylamino-5-phenylpentanoate hydrochloride). Reaction SMILES: [C:1]1([CH2:7][C:8](=O)[CH2:9][CH2:10][C:11]([OH:13])=[O:12])[CH:6]=[CH:5][CH:4]=[CH:3][CH:2]=1.[ClH:15].[CH3:16]N.[C:18]([BH3-])#[N:19].[Na+]>CO>[ClH:15].[CH3:18][NH:19][CH:8]([CH2:7][C:1]1[CH:6]=[CH:5][CH:4]=[CH:3][CH:2]=1)[CH2:9][CH2:10][C:11]([O:13][CH3:16])=[O:12] |f:1.2,3.4,6.7|. Procedure details: A mixture of 5-phenyllevulinic acid (4.0 g, 206 mmoles), methylamine hydrochloride (6.75 g), sodium cyanoborohydride (1.0 g) and methanol (100 ml) was stirred at room temperature for 4 days, then acidified to pH 1.0 and evaporated to dryness. The residue was partitioned between water and ether, and the water phase was evaporated to dryness. The residue was extracted with dichloromethane (2 × 250 ml) which was then dried and evaporated. The residue was re-dissolved in dichloromethane, the solutio...